Dataset: the Open Reaction Database (ORD), a public repository of structured organic reaction records. Task: describe an organic reaction: reactants, conditions, products, and yield Reaction SMILES: [C:26](=[O:27])([O-:28])[OH:29].[CH2:15]([c:16]1[cH:17][cH:18][cH:19][cH:20][cH:21]1)[O:22][C:23](=[O:24])[Cl:25].[Na+:14].[Na+:30].[O:1]=[C:2]1[NH:3][C:4](=[O:12])[CH2:5][CH:6]1[CH:7]([NH2:8])[C:9](=[O:10])[OH:11].[O:31]1[CH2:32][CH2:33][O:34][CH2:35][CH2:36]1.[OH-:13].[OH2:37]>>[O:1]=[C:2]1[NH:3][C:4](=[O:12])[CH2:5][CH:6]1[CH:7]([NH:8][C:23]([O:22][CH2:15][c:16]1[cH:17][cH:18][cH:19][cH:20][cH:21]1)=[O:24])[C:9](=[O:10])[OH:11]. The product is O=C1CC(C(NC(=O)OCc2ccccc2)C(=O)O)C(=O)N1. The reactants are O=C([O-])O, O=C(Cl)OCc1ccccc1, [Na+], [Na+], NC(C(=O)O)C1CC(=O)NC1=O, C1COCCO1, [OH-], O.